describe an organic reaction: reactants, conditions, products, and yield From a dataset of the Open Reaction Database (ORD), a public repository of structured organic reaction records. The reactants are COC(=O)C1(CN(CCN1)C(=O)OC(C)(C)C)CN (3-Aminomethyl-piperazine-1,3-dicarboxylic acid 1-tert-butyl ester 3-methyl ester), ClC(Cl)(OC(OC(Cl)(Cl)Cl)=O)Cl (triphosgene). Solvent: ClCCl (dichloromethane), CCN(C(C)C)C(C)C (DIPEA). Reaction conditions: time 30 minute. Yields the product O=C1NCC2(N1CCNC2)C(=O)OC (methyl 3-oxo-1,2,5,6,7,8-hexahydroimidazo[1,5-a]pyrazine-8a-carboxylate). RXN SMILES: [CH3:1][O:2][C:3]([C:5]1([CH2:18][NH2:19])[NH:10][CH2:9][CH2:8][N:7](C(OC(C)(C)C)=O)[CH2:6]1)=[O:4].Cl[C:21](Cl)([O:23]C(=O)OC(Cl)(Cl)Cl)Cl>ClCCl.CCN(C(C)C)C(C)C>[O:23]=[C:21]1[N:10]2[CH2:9][CH2:8][NH:7][CH2:6][C:5]2([C:3]([O:2][CH3:1])=[O:4])[CH2:18][NH:19]1. Procedure: 3-Aminomethyl-piperazine-1,3-dicarboxylic acid 1-tert-butyl ester 3-methyl ester (Compound AA) from Step 3 was dissolved in 4 mL of dichloromethane and 1 mL of DIPEA, then triphosgene (108 mg, 0.36 mmol) was added at room temperature. After the reaction mixture was stirred for 30 minutes, the solvent was removed in vacuo. The residue was dissolved in 3 mL of dichloromethane and 1 mL of TFA. The reaction mixture was stirred for 1 hour at room temperature, and the solvent was removed in vacuo to g... Reactants: C(C)(C)(C)C1=CC(=C(C=N1)C=1N([C@]([C@](N1)(C)C1=CC=C(C=C1)Cl)(C)C1=CC=C(C=C1)Cl)C(=O)N1CCC(CC1)C(=O)O)OCC (1-[(4S,5R)-2-(6-tert-butyl-4-ethoxy-pyridin-3-yl)-4,5-bis-(4-chloro-phenyl)-4,5-dimethyl-4,5-dihydro-imidazole-1-carbonyl]-piperidine-4-carboxylic acid), C(O)CN (ethanolamine). The product is OCCNC(=O)C1CCN(CC1)C(=O)N1C(=N[C@@]([C@@]1(C)C1=CC=C(C=C1)Cl)(C)C1=CC=C(C=C1)Cl)C=1C=NC(=CC1OCC)C(C)(C)C (1-[(4S,5R)-2-(6-tert-Butyl-4-ethoxy-pyridin-3-yl)-4,5-bis-(4-chloro-phenyl)-4,5-dimethyl-4,5-dihydro-imidazole-1-carbonyl]-piperidine-4-carboxylic acid (2-hydroxy-ethyl)-amide). As a reaction SMILES: [C:1]([C:5]1[N:10]=[CH:9][C:8]([C:11]2[N:12]([C:32]([N:34]3[CH2:39][CH2:38][CH:37]([C:40]([OH:42])=O)[CH2:36][CH2:35]3)=[O:33])[C@@:13]([C:25]3[CH:30]=[CH:29][C:28]([Cl:31])=[CH:27][CH:26]=3)([CH3:24])[C@@:14]([C:17]3[CH:22]=[CH:21][C:20]([Cl:23])=[CH:19][CH:18]=3)([CH3:16])[N:15]=2)=[C:7]([O:43][CH2:44][CH3:45])[CH:6]=1)([CH3:4])([CH3:3])[CH3:2].[CH2:46]([CH2:48][NH2:49])[OH:47]>>[OH:47][CH2:46][CH2:48][NH:49][C:40]([CH:37]1[CH2:38][CH2:39][N:34]([C:32]([N:12]2[C@@:13]([C:25]3[CH:26]=[CH:27][C:28]([Cl:31])=[CH:29][CH:30]=3)([CH3:24])[C@@:14]([C:17]3[CH:18]=[CH:19][C:20]([Cl:23])=[CH:21][CH:22]=3)([CH3:16])[N:15]=[C:11]2[C:8]2[CH:9]=[N:10][C:5]([C:1]([CH3:2])([CH3:4])[CH3:3])=[CH:6][C:7]=2[O:43][CH2:44][CH3:45])=[O:33])[CH2:35][CH2:36]1)=[O:42]. Procedure details: In a manner analogous to the method described in example 163, 1-[(4S,5R)-2-(6-tert-butyl-4-ethoxy-pyridin-3-yl)-4,5-bis-(4-chloro-phenyl)-4,5-dimethyl-4,5-dihydro-imidazole-1-carbonyl]-piperidine-4-carboxylic acid was coupled with ethanolamine (Aldrich) to give the title compound. HR-MS (ES, m/z) calculated for C37H46Cl2N5O4 [(M+H)+] 694.2922, observed 694.2918. The reactants are C(C1=CC=CC=C1)N(CC1=CC=CC=C1)[C@H](C=O)C ((S)-2-(N,N-Dibenzylamino)-propionaldehyde), BrCCCCCCCCCCCCCC (1-bromotetradecane). Yields the product C(C1=CC=CC=C1)N(CC1=CC=CC=C1)[C@@H](C)[C@@H](CCCCCCCCCCCCCC)O ((2S,3R)-2-(N,N-Dibenzylamino)-3-heptadecanol), oil. Yield: 49.0%. As a reaction SMILES: [CH2:1]([N:8]([C@@H:16]([CH3:19])[CH:17]=[O:18])[CH2:9][C:10]1[CH:15]=[CH:14][CH:13]=[CH:12][CH:11]=1)[C:2]1[CH:7]=[CH:6][CH:5]=[CH:4][CH:3]=1.Br[CH2:21][CH2:22][CH2:23][CH2:24][CH2:25][CH2:26][CH2:27][CH2:28][CH2:29][CH2:30][CH2:31][CH2:32][CH2:33][CH3:34]>>[CH2:9]([N:8]([C@H:16]([C@H:17]([OH:18])[CH2:34][CH2:33][CH2:32][CH2:31][CH2:30][CH2:29][CH2:28][CH2:27][CH2:26][CH2:25][CH2:24][CH2:23][CH2:22][CH3:21])[CH3:19])[CH2:1][C:2]1[CH:7]=[CH:6][CH:5]=[CH:4][CH:3]=1)[C:10]1[CH:15]=[CH:14][CH:13]=[CH:12][CH:11]=1. Procedure: According to the method of Example 26, from aldehyde 4 (309 mg, 1.21 mmol) and 1-bromotetradecane (1.34 g, 4.84 mmol), alcohol 36 was obtained as a colorless oil (270 mg, 49% yield). The reactants are Cl (HCl), C(C)(C)(C)OC(=O)N1CCC(CC1)NS(=O)(=O)C1=CC=C(C=C1)[N+](=O)[O-] (4-(4-Nitro-benzenesulfonylamino)-piperidine-1-carboxylic acid tert-butyl ester). Run in O1CCOCC1 (dioxane). Reaction conditions: time 3 hour. Yields the product [N+](=O)([O-])C1=CC=C(C=C1)S(=O)(=O)NC1CCNCC1 (4-Nitro-N-piperidin-4-yl-benzenesulfonamide). The yield is 100.1%. Reaction SMILES: Cl.C(OC([N:9]1[CH2:14][CH2:13][CH:12]([NH:15][S:16]([C:19]2[CH:24]=[CH:23][C:22]([N+:25]([O-:27])=[O:26])=[CH:21][CH:20]=2)(=[O:18])=[O:17])[CH2:11][CH2:10]1)=O)(C)(C)C>O1CCOCC1>[N+:25]([C:22]1[CH:21]=[CH:20][C:19]([S:16]([NH:15][CH:12]2[CH2:13][CH2:14][NH:9][CH2:10][CH2:11]2)(=[O:17])=[O:18])=[CH:24][CH:23]=1)([O-:27])=[O:26]. Procedure: HCl (20 ml, 4M solution in dioxane) was added in one portion to a stirred solution of 4-(4-Nitro-benzenesulfonylamino)-piperidine-1-carboxylic acid tert-butyl ester (1.92 g, 4.9 mmol) in dioxane (5 ml) and the suspension was stirred at room temperature under a nitrogen atmosphere for 3 hours. After this time the reaction was concentrated under vacuum and the resulting solid was collected by filtration, washed with TBME (3×100 ml) and dried under vacuum to give the title compound (1.4 g, 100% yie... The reactants are Cl.NO (Hydroxylamine hydrochloride), [OH-].[K+] (KOH), FC(CC[C@@H]1C[C@H](OC1=O)[C@H](CC1=CC=CC=C1)NC(=O)C1=NC2=CC=CC=C2N=C1)(C)C (QUINOXALINE-2-CARBOXYLIC ACID {1(S)-[4(R)-(3-FLUORO-3-METHYL-BUTYL)-5-OXO-TETRAHYDRO-FURAN-2(S)-YL]-2-PHENYL-ETHYL}-AMIDE). Run in CO (methanol). Run at time 30 minute. The product is C(C1=CC=CC=C1)C(C(CC(CCC(C)(C)F)C(NO)=O)O)NC(=O)C1=NC2=CC=CC=C2N=C1 (QUINOXALINE-2-CARBOXYLIC ACID (1-BENZYL-7-FLUORO-2-HYDROXY-4-HYDROXYCARBAMOYL-7-METHYL-OCTYL)-AMIDE). Yield: 58.5%. RXN SMILES: Cl.[NH2:2][OH:3].[OH-].[K+].[F:6][C:7]([CH3:38])([CH3:37])[CH2:8][CH2:9][C@H:10]1[C:14](=[O:15])[O:13][C@H:12]([C@@H:16]([NH:24][C:25]([C:27]2[CH:36]=[N:35][C:34]3[C:29](=[CH:30][CH:31]=[CH:32][CH:33]=3)[N:28]=2)=[O:26])[CH2:17][C:18]2[CH:23]=[CH:22][CH:21]=[CH:20][CH:19]=2)[CH2:11]1>CO>[CH2:17]([CH:16]([NH:24][C:25]([C:27]1[CH:36]=[N:35][C:34]2[C:29](=[CH:30][CH:31]=[CH:32][CH:33]=2)[N:28]=1)=[O:26])[CH:12]([OH:13])[CH2:11][CH:10]([C:14](=[O:15])[NH:2][OH:3])[CH2:9][CH2:8][C:7]([F:6])([CH3:38])[CH3:37])[C:18]1[CH:19]=[CH:20][CH:21]=[CH:22][CH:23]=1 |f:0.1,2.3|. Reported procedure: Hydroxylamine hydrochloride (1.55 g, 22.4 mmol) and KOH (1.51 g, 26.7 mmol) were combined in anhydrous methanol (20 mL) and stirred for 30 minutes under a dry nitrogen atmosphere, and then filtered. To the resulting filtrate was added the product from Method E (500 mg, 1.17 mmol) and the reaction mixture was stirred for 16 hours at room temperature. The solvent was removed in vacuo and the residue solvated in EtOAc (50 mL) and transferred to a separated funnel. The organic layer was washed with ...